Dataset: the Open Reaction Database (ORD), a public repository of structured organic reaction records. Task: describe an organic reaction: reactants, conditions, products, and yield Reactants: C1=CC=CC=2C3=CC=CC=C3C(C12)COC(N[C@@H]1CN([C@@H](C1)C(NCC1=CC=CC=C1)=O)C([C@H](C1CCCCC1)NC([C@H](C)N(C)C(=O)OC(C)(C)C)=O)=O)=O (((3S,5S)-5-Benzylcarbamoyl-1-{(S)-2-[(S)-2-(tert-butoxycarbonyl-methyl-amino)-propionylamino]-2-cyclohexyl-acetyl}-pyrrolidin-3-yl)-carbamic acid 9H-fluoren-9-ylmethyl ester), N1CCCCC1 (piperidine). Run in CN(C)C=O (DMF). Run at time 30 minute. Yields the product C(C)(C)(C)OC(N(C)[C@@H](C)C(N[C@H](C(=O)N1[C@@H](C[C@@H](C1)N)C(NCC1=CC=CC=C1)=O)C1CCCCC1)=O)=O ({(S)-1-[(S)-2-((2S,4S)-4-Amino-2-benzylcarbamoyl-pyrrolidin-1-yl)-1-cyclohexyl-2-oxo-ethylcarbamoyl]-ethyl}-methyl-carbamic acid tert-butyl ester). Isolated yield 100.5%. RXN SMILES: C1C2C(COC(=O)[NH:17][C@H:18]3[CH2:22][C@@H:21]([C:23](=[O:32])[NH:24][CH2:25][C:26]4[CH:31]=[CH:30][CH:29]=[CH:28][CH:27]=4)[N:20]([C:33](=[O:55])[C@@H:34]([NH:41][C:42](=[O:54])[C@@H:43]([N:45]([C:47]([O:49][C:50]([CH3:53])([CH3:52])[CH3:51])=[O:48])[CH3:46])[CH3:44])[CH:35]4[CH2:40][CH2:39][CH2:38][CH2:37][CH2:36]4)[CH2:19]3)C3C(=CC=CC=3)C=2C=CC=1.N1CCCCC1>CN(C=O)C>[C:50]([O:49][C:47](=[O:48])[N:45]([C@H:43]([C:42](=[O:54])[NH:41][C@@H:34]([CH:35]1[CH2:36][CH2:37][CH2:38][CH2:39][CH2:40]1)[C:33]([N:20]1[CH2:19][C@@H:18]([NH2:17])[CH2:22][C@H:21]1[C:23](=[O:32])[NH:24][CH2:25][C:26]1[CH:31]=[CH:30][CH:29]=[CH:28][CH:27]=1)=[O:55])[CH3:44])[CH3:46])([CH3:51])([CH3:52])[CH3:53]. Procedure details: ((3S,5S)-5-Benzylcarbamoyl-1-{(S)-2-[(S)-2-(tert-butoxycarbonyl-methyl-amino)-propionylamino]-2-cyclohexyl-acetyl}-pyrrolidin-3-yl)-carbamic acid 9H-fluoren-9-ylmethyl ester (100 mg, 0.13 mmol) was dissolved in DMF (0.9 mL) at room temperature and piperidine (0.1 mL) was added. The mixture was stirred at room temperature for 30 minutes, concentrated and the residue purified by silica gel chromatography to give the title compound as a white foam (71 mg, 52%). Reactants: CS(=O)(=O)O[C@@H](C(=O)OCC)C ((R)-ethyl 2-(methylsulfonyloxy)propanoate), C(CC(=O)OCC1=CC=CC=C1)(=O)OCC1=CC=CC=C1 (dibenzyl malonate), [F-].[Cs+] (CsF), O (water). Solvent: CN(C)C=O (DMF). Run at temperature 50 celsius. The product is C([C@@H](C)C(=O)OCC)(C(=O)OCC1=CC=CC=C1)C(=O)OCC1=CC=CC=C1 ((R)-1,1-dibenzyl 2-ethyl propane-1,1,2-tricarboxylate). Reaction SMILES: CS(O[C@H:6]([CH3:12])[C:7]([O:9][CH2:10][CH3:11])=[O:8])(=O)=O.[C:13]([O:26][CH2:27][C:28]1[CH:33]=[CH:32][CH:31]=[CH:30][CH:29]=1)(=[O:25])[CH2:14][C:15]([O:17][CH2:18][C:19]1[CH:24]=[CH:23][CH:22]=[CH:21][CH:20]=1)=[O:16].[F-].[Cs+].O>CN(C=O)C>[CH:14]([C:13]([O:26][CH2:27][C:28]1[CH:29]=[CH:30][CH:31]=[CH:32][CH:33]=1)=[O:25])([C:15]([O:17][CH2:18][C:19]1[CH:24]=[CH:23][CH:22]=[CH:21][CH:20]=1)=[O:16])[C@H:6]([C:7]([O:9][CH2:10][CH3:11])=[O:8])[CH3:12] |f:2.3|. Procedure details: To a solution of (R)-ethyl 2-(methylsulfonyloxy)propanoate (15 g, 0.076 mol) in DMF (300 ml) was added dibenzyl malonate (21.5 g, 0.076 mol) and CsF (11.5 g, 0.076 mol). The mixture was heated to 50° C. for 2 days. After cooled to room temperature, the mixture was poured into water and then extracted with EtOAc. The organic phase was washed with brine, water and dried. Concentrated to afford (R)-1,1-dibenzyl 2-ethyl propane-1,1,2-tricarboxylate, which was purified by silica gel chromatography (1... The reactants are COC(=O)C1=CC=C2CCCC(C2=C1)=O (7-methoxycarbonyl-3,4-dihydro-(2H)-1-naphthalenone), [BH4-].[Na+] (sodium borohydride). Run in CO (methanol), O1CCCC1 (tetrahydrofuran). Run at temperature 5 celsius. Product: COC(=O)C1=CC=C2CCCC(C2=C1)O (7-methoxycarbonyl-1,2,3,4-tetrahydro-1-naphthol). As a reaction SMILES: [CH3:1][O:2][C:3]([C:5]1[CH:14]=[C:13]2[C:8]([CH2:9][CH2:10][CH2:11][C:12]2=[O:15])=[CH:7][CH:6]=1)=[O:4].[BH4-].[Na+]>CO.O1CCCC1>[CH3:1][O:2][C:3]([C:5]1[CH:14]=[C:13]2[C:8]([CH2:9][CH2:10][CH2:11][CH:12]2[OH:15])=[CH:7][CH:6]=1)=[O:4] |f:1.2|. Reported procedure: In a mixture of 150 ml of methanol and 50 ml of tetrahydrofuran, 24.1 g of 7-methoxycarbonyl-3,4-dihydro-(2H)-1-naphthalenone was dissolved and 5 g of sodium borohydride was added by portions with ice cooling. The mixture was stirred at 5° C. for an hour and successively the solvent was distilled off under reduced pressure. The concentrated residue was adjusted to pH 2 by adding a 2N aqueous hydrochloric acid solution and extracted with chloroform. The chloroform layer was dried with anhydrous m... Starting materials: SC=1NC2=C(C=NC=C2)N1 (2-mercapto-1H-imidazo[4,5-c]pyridine), [Na] (sodium), C(C1=CC=CC=C1)(=O)OC1=CC=C(C=C1)CBr (4-(bromomethyl)phenyl benzoate). Product: C(C1=CC=CC=C1)(=O)OC1=CC=C(C=C1)CSC=1NC2=C(C=NC=C2)N1 (4-[(1H-Imidazo[4,5-c]pyridin-2-ylthio)methyl]-phenol benzoate). The yield is 53.4%. As a reaction SMILES: [SH:1][C:2]1[NH:3][C:4]2[CH:9]=[CH:8][N:7]=[CH:6][C:5]=2[N:10]=1.[Na].[C:12]([O:20][C:21]1[CH:26]=[CH:25][C:24]([CH2:27]Br)=[CH:23][CH:22]=1)(=[O:19])[C:13]1[CH:18]=[CH:17][CH:16]=[CH:15][CH:14]=1>>[C:12]([O:20][C:21]1[CH:22]=[CH:23][C:24]([CH2:27][S:1][C:2]2[NH:3][C:4]3[CH:9]=[CH:8][N:7]=[CH:6][C:5]=3[N:10]=2)=[CH:25][CH:26]=1)(=[O:19])[C:13]1[CH:14]=[CH:15][CH:16]=[CH:17][CH:18]=1 |^1:10|. Procedure details: The synthesis of this compound proceeded in the same fashion as in Example 15 using 4.17 g (0.028 mol) of 2-mercapto-1H-imidazo[4,5-c]pyridine, 0.70 g (0.030 g atom) of sodium, and 8.04 g (0.028 mol) of 4-(bromomethyl)phenyl benzoate. The filtered precipitate (7.90 g) was recrystallized from methylene chloride to give 5.40 g of product, m.p. 171°-174° C. Reactants: OCCC1CCC(CC1)O (4-(2-Hydroxyethyl)cyclohexanol), C1(=CC=CC=C1)C(C1=CC=CC=C1)(C1=CC=CC=C1)Cl (triphenylmethyl chloride). Solvent: N1=CC=CC=C1 (pyridine). Run at temperature 0 celsius, time 16 hour. Yields the product C(C1=CC=CC=C1)(C1=CC=CC=C1)(C1=CC=CC=C1)OCCC1CCC(CC1)O (4-[2-(Trityloxy)ethyl]cyclohexanol). Reaction SMILES: [OH:1][CH2:2][CH2:3][CH:4]1[CH2:9][CH2:8][CH:7]([OH:10])[CH2:6][CH2:5]1.[C:11]1([C:17](Cl)([C:24]2[CH:29]=[CH:28][CH:27]=[CH:26][CH:25]=2)[C:18]2[CH:23]=[CH:22][CH:21]=[CH:20][CH:19]=2)[CH:16]=[CH:15][CH:14]=[CH:13][CH:12]=1>N1C=CC=CC=1>[C:17]([O:1][CH2:2][CH2:3][CH:4]1[CH2:9][CH2:8][CH:7]([OH:10])[CH2:6][CH2:5]1)([C:11]1[CH:16]=[CH:15][CH:14]=[CH:13][CH:12]=1)([C:24]1[CH:25]=[CH:26][CH:27]=[CH:28][CH:29]=1)[C:18]1[CH:19]=[CH:20][CH:21]=[CH:22][CH:23]=1. Reported procedure: 4-(2-Hydroxyethyl)cyclohexanol (crude from the previous reaction) (1.88 g, 0.0130 mol) was dissolved in pyridine (20.00 mL) and was cooled at 0° C. To the reaction was added triphenylmethyl chloride (4.0 g, 0.014 mol) and this mixture was stirred at 0° C. for 2 hours and at 25° C. for 16 hours. The reaction was concentrated using a rotary evaporator and the concentrate was extracted with ethyl acetate. The organic extracts were washed with water, and saturated NaCl, then dried (MgSO4) and concen...